Dataset: the Open Reaction Database (ORD), a public repository of structured organic reaction records. Task: describe an organic reaction: reactants, conditions, products, and yield Starting materials: C(C)(C)(C)C1=CC(=C(C=C1)C=1N([C@@H]([C@](N1)(C)C1=CC=C(C=C1)Cl)C1=CC=C(C=C1)Cl)C(=O)Cl)OCC ((4S,5R)-2-(4-tert-butyl-2-ethoxy-phenyl)-4,5-bis-(4-chloro-phenyl)-4-methyl-4,5-dihydro-imidazole-1-carbonyl chloride), Cl.Cl.CS(=O)(=O)CCCN1CCNCC1 (1-(3-methanesulfonyl-propyl)-piperazine dihydrochloride). The product is C(C)(C)(C)C1=CC(=C(C=C1)C=1N([C@@H]([C@](N1)(C)C1=CC=C(C=C1)Cl)C1=CC=C(C=C1)Cl)C(=O)N1CCNCC1)OCC ([(4S,5R)-2-(4-tert-Butyl-2-ethoxy-phenyl)-4,5-bis-(4-chloro-phenyl)-4-methyl-4,5-dihydro-imidazol-1-yl]-piperazin-1-yl-methanone). Reaction SMILES: [C:1]([C:5]1[CH:10]=[CH:9][C:8]([C:11]2[N:12]([C:31](Cl)=[O:32])[C@H:13]([C:24]3[CH:29]=[CH:28][C:27]([Cl:30])=[CH:26][CH:25]=3)[C@@:14]([C:17]3[CH:22]=[CH:21][C:20]([Cl:23])=[CH:19][CH:18]=3)([CH3:16])[N:15]=2)=[C:7]([O:34][CH2:35][CH3:36])[CH:6]=1)([CH3:4])([CH3:3])[CH3:2].Cl.Cl.CS(CCC[N:46]1[CH2:51][CH2:50][NH:49][CH2:48][CH2:47]1)(=O)=O>>[C:1]([C:5]1[CH:10]=[CH:9][C:8]([C:11]2[N:12]([C:31]([N:46]3[CH2:51][CH2:50][NH:49][CH2:48][CH2:47]3)=[O:32])[C@H:13]([C:24]3[CH:25]=[CH:26][C:27]([Cl:30])=[CH:28][CH:29]=3)[C@@:14]([C:17]3[CH:22]=[CH:21][C:20]([Cl:23])=[CH:19][CH:18]=3)([CH3:16])[N:15]=2)=[C:7]([O:34][CH2:35][CH3:36])[CH:6]=1)([CH3:4])([CH3:3])[CH3:2] |f:1.2.3|. Reported procedure: In a manner analogous to the method described in example 5, (4S,5R)-2-(4-tert-butyl-2-ethoxy-phenyl)-4,5-bis-(4-chloro-phenyl)-4-methyl-4,5-dihydro-imidazole-1-carbonyl chloride was reacted with 1-(3-methanesulfonyl-propyl)-piperazine dihydrochloride (prepared as described in Fotouhi, N. et al. WO 2005110996) to give the title compound. HR-MS (ES, m/z) calculated for C37H47N4O4SCl2 [(M+H)+] 713.2690, observed 713.2687. The reactants are Br, BrBr, CCOP(=O)(COCCn1cnc2c(=O)[nH]c(N)nc21)OCC, O. The product is CCOP(=O)(COCCn1c(Br)nc2c(=O)[nH]c(N)nc21)OCC. As a reaction SMILES: [Br:1].[Br:25][Br:26].[CH2:2]([CH3:3])[O:4][P:5](=[O:6])([O:7][CH2:8][CH3:9])[CH2:10][O:11][CH2:12][CH2:13][n:14]1[c:15]2[n:16][c:17]([NH2:24])[nH:18][c:19](=[O:23])[c:20]2[n:21][cH:22]1.[OH2:27]>>[CH2:2]([CH3:3])[O:4][P:5](=[O:6])([O:7][CH2:8][CH3:9])[CH2:10][O:11][CH2:12][CH2:13][n:14]1[c:15]2[n:16][c:17]([NH2:24])[nH:18][c:19](=[O:23])[c:20]2[n:21][c:22]1[Br:25]. Reactants: Cc1cc(CCC(=O)OC(C)(C)C)ccc1-c1nsc(-c2ccc(OC(C)C)c(C#N)c2)n1, CO, ClCCl, ClCCl, O=C(O)C(F)(F)F. Product: Cc1cc(CCC(=O)O)ccc1-c1nsc(-c2ccc(OC(C)C)c(C#N)c2)n1. RXN SMILES: [C:1](#[N:2])[c:3]1[cH:4][c:5](-[c:13]2[n:14][c:15](-[c:18]3[c:19]([CH3:33])[cH:20][c:21]([CH2:24][CH2:25][C:26](=[O:27])[O:28][C:29]([CH3:30])([CH3:31])[CH3:32])[cH:22][cH:23]3)[n:16][s:17]2)[cH:6][cH:7][c:8]1[O:9][CH:10]([CH3:11])[CH3:12].[CH3:41][OH:42].[Cl:43][CH2:44][Cl:45].[Cl:46][CH2:47][Cl:48].[OH:34][C:35]([C:36]([F:37])([F:38])[F:39])=[O:40]>>[C:1](#[N:2])[c:3]1[cH:4][c:5](-[c:13]2[n:14][c:15](-[c:18]3[c:19]([CH3:33])[cH:20][c:21]([CH2:24][CH2:25][C:26](=[O:27])[OH:28])[cH:22][cH:23]3)[n:16][s:17]2)[cH:6][cH:7][c:8]1[O:9][CH:10]([CH3:11])[CH3:12].